Dataset: the Open Reaction Database (ORD), a public repository of structured organic reaction records. Task: describe an organic reaction: reactants, conditions, products, and yield Starting materials: CC(C(=O)NC(C(=O)N1CCC2C1CCN2C(=O)OCc1ccccc1)C1CCCCC1)N(C)C(=O)OC(C)(C)C, ClCCl, O=C(O)C(F)(F)F. The product is CNC(C)C(=O)NC(C(=O)N1CCC2C1CCN2C(=O)OCc1ccccc1)C1CCCCC1. As a reaction SMILES: [CH2:8]([c:9]1[cH:10][cH:11][cH:12][cH:13][cH:14]1)[O:15][C:16](=[O:17])[N:18]1[CH:19]2[CH:20]([CH2:21][CH2:22]1)[N:23]([C:26]([CH:27]([CH:28]1[CH2:29][CH2:30][CH2:31][CH2:32][CH2:33]1)[NH:34][C:35]([CH:36]([CH3:37])[N:38]([CH3:39])[C:40]([O:41][C:42]([CH3:43])([CH3:44])[CH3:45])=[O:46])=[O:47])=[O:48])[CH2:24][CH2:25]2.[Cl:49][CH2:50][Cl:51].[F:1][C:2]([F:3])([F:4])[C:5]([OH:6])=[O:7]>>[CH2:8]([c:9]1[cH:10][cH:11][cH:12][cH:13][cH:14]1)[O:15][C:16](=[O:17])[N:18]1[CH:19]2[CH:20]([CH2:21][CH2:22]1)[N:23]([C:26]([CH:27]([CH:28]1[CH2:29][CH2:30][CH2:31][CH2:32][CH2:33]1)[NH:34][C:35]([CH:36]([CH3:37])[NH:38][CH3:39])=[O:47])=[O:48])[CH2:24][CH2:25]2. Starting materials: C1(=CC=CC=C1)CC(=O)N[C@@H]1C(N(C1)OCC1=CC=CC=C1)=O ((S)-3-[(phenylacetyl)amino]-1-[(phenylmethyl)oxy]-2-azetidinone). Reagents/catalysts: [Pd] (palladium on charcoal). Solvent: solution. Run at time 1 hour. The product is ON1C([C@H](C1)NC(CC1=CC=CC=C1)=O)=O ((S)-1-Hydroxy-3-[(phenylacetyl)amino]-2-azetidinone). As a reaction SMILES: [C:1]1([CH2:7][C:8]([NH:10][C@H:11]2[CH2:14][N:13]([O:15]CC3C=CC=CC=3)[C:12]2=[O:23])=[O:9])[CH:6]=[CH:5][CH:4]=[CH:3][CH:2]=1>[Pd]>[OH:15][N:13]1[CH2:14][C@H:11]([NH:10][C:8](=[O:9])[CH2:7][C:1]2[CH:6]=[CH:5][CH:4]=[CH:3][CH:2]=2)[C:12]1=[O:23]. Procedure: To an ethanolic (100 ml) solution of (S)-3-[(phenylacetyl)amino]-1-[(phenylmethyl)oxy]-2-azetidinone (0.8 g, contaminated with triphenylphosphine) is added 10% palladium on charcoal catalyst (0.4 g) and the mixture is hydrogenated under ca. 1 atom pressure for one hour. The reaction mixture is filtered through prewashed Celite and concentrated under reduced pressure to an oily residue. The product is partitioned between 50% sodium bicarbonate solution and ethyl acetate. The aqueous layer is acid... The reactants are O=[N+]([O-])c1ccc(Cc2ccc(CS(=O)(=O)NCc3ccccc3)cc2)cc1, CCOC(C)=O, [Pd]. Yields the product Nc1ccc(Cc2ccc(CS(=O)(=O)NCc3ccccc3)cc2)cc1. Reaction SMILES: [CH2:1]([c:2]1[cH:3][cH:4][cH:5][cH:6][cH:7]1)[NH:8][S:9](=[O:10])(=[O:11])[CH2:12][c:13]1[cH:14][cH:15][c:16]([CH2:17][c:18]2[cH:19][cH:20][c:21]([N+:24]([O-:25])=[O:26])[cH:22][cH:23]2)[cH:27][cH:28]1.[CH3:29][CH2:30][O:31][C:32](=[O:33])[CH3:34].[Pd:35]>>[CH2:1]([c:2]1[cH:3][cH:4][cH:5][cH:6][cH:7]1)[NH:8][S:9](=[O:10])(=[O:11])[CH2:12][c:13]1[cH:14][cH:15][c:16]([CH2:17][c:18]2[cH:19][cH:20][c:21]([NH2:24])[cH:22][cH:23]2)[cH:27][cH:28]1. Starting materials: Cl (hydrochloric acid), C1(=CC=CC=C1)S(=O)(=O)N1C(=CC=2C1=NC=C(C2)C2OC(OC2)(C)C)C(=CC2CCCC2)C2=CC=C(C=C2)S(=O)(=O)C (1-benzenesulfonyl-2-[2-cyclopentyl-1-(4-methanesulfonyl-phenyl)-vinyl]-5-(2,2-dimethyl-[1,3]dioxolan-4-yl)-1H-pyrrolo[2,3-b]pyridine), C(C)O (ethanol), [OH-].[Na+] (sodium hydroxide). Solvent: C(C)(=O)OCC (ethyl acetate). Yields the product C1(CCCC1)C=C(C1=CC=C(C=C1)S(=O)(=O)C)C1=CC=2C(=NC=C(C2)C2OC(OC2)(C)C)N1 (2-[2-cyclopentyl-1-(4-methanesulfonyl-phenyl)-vinyl]-5-(2,2-dimethyl-[1,3]dioxolan-4-yl)-1H-pyrrolo[2,3-b]pyridine). Yield: 95.6%. Reaction SMILES: C1(S([N:10]2[C:14]3=[N:15][CH:16]=[C:17]([CH:19]4[CH2:23][O:22][C:21]([CH3:25])([CH3:24])[O:20]4)[CH:18]=[C:13]3[CH:12]=[C:11]2[C:26]([C:33]2[CH:38]=[CH:37][C:36]([S:39]([CH3:42])(=[O:41])=[O:40])=[CH:35][CH:34]=2)=[CH:27][CH:28]2[CH2:32][CH2:31][CH2:30][CH2:29]2)(=O)=O)C=CC=CC=1.C(O)C.[OH-].[Na+].Cl>C(OCC)(=O)C>[CH:28]1([CH:27]=[C:26]([C:11]2[NH:10][C:14]3=[N:15][CH:16]=[C:17]([CH:19]4[CH2:23][O:22][C:21]([CH3:24])([CH3:25])[O:20]4)[CH:18]=[C:13]3[CH:12]=2)[C:33]2[CH:38]=[CH:37][C:36]([S:39]([CH3:42])(=[O:41])=[O:40])=[CH:35][CH:34]=2)[CH2:32][CH2:31][CH2:30][CH2:29]1 |f:2.3|. Procedure: A mixture of 1-benzenesulfonyl-2-[2-cyclopentyl-1-(4-methanesulfonyl-phenyl)-vinyl]-5-(2,2-dimethyl-[1,3]dioxolan-4-yl)-1H-pyrrolo[2,3-b]pyridine (950 mg, 1.57 mmol), ethanol (3 mL), and a 10% aqueous sodium hydroxide solution (1.5 mL) was heated at 100° C. for 1 h. The mixture was acidified to pH 4-5 with a 2N aqueous hydrochloric acid solution, diluted with ethyl acetate (150 mL), washed with brine, dried over anhydrous sodium sulfate and then concentrated in vacuo to give 2-[2-cyclopentyl-1-(... Starting materials: CC(C)(C)OO, CC(C)(C)N=NC(C)(C)Cl, [Cl-], [K+], [K+], [Na+], [OH-], [OH-], O. Yields the product CC(C)(C)N=NC(C)(C)OOC(C)(C)C. Reaction SMILES: [C:3]([CH3:4])([CH3:5])([CH3:6])[O:7][OH:8].[C:9]([CH3:10])([CH3:11])([CH3:12])[N:13]=[N:14][C:15]([CH3:16])([CH3:17])[Cl:18].[Cl-:21].[K+:22].[K+:2].[Na+:20].[OH-:19].[OH-:1].[OH2:23]>>[C:3]([CH3:4])([CH3:5])([CH3:6])[O:7][O:8][C:15]([N:14]=[N:13][C:9]([CH3:10])([CH3:11])[CH3:12])([CH3:16])[CH3:17]. Reactants: O=C([O-])[O-], Cc1cccc2c1NC(=O)CO2, CCCCCCC, CCOC(C)=O, ClCCCI, [Cs+], [Cs+]. Product: Cc1cccc2c1N(CCCCl)C(=O)CO2. Reaction SMILES: [C:13](=[O:14])([O-:15])[O-:16].[CH3:1][c:2]1[cH:3][cH:4][cH:5][c:6]2[c:7]1[NH:8][C:9](=[O:12])[CH2:10][O:11]2.[CH3:24][CH2:25][CH2:26][CH2:27][CH2:28][CH2:29][CH3:30].[CH3:31][CH2:32][O:33][C:34]([CH3:35])=[O:36].[Cl:19][CH2:20][CH2:21][CH2:22][I:23].[Cs+:17].[Cs+:18]>>[CH3:1][c:2]1[cH:3][cH:4][cH:5][c:6]2[c:7]1[N:8]([CH2:22][CH2:21][CH2:20][Cl:19])[C:9](=[O:12])[CH2:10][O:11]2. Starting materials: Nc1cccc(Br)c1, CO, O=C1NC(=O)C(c2ccc(Cl)cc2)=C1Cl. The product is O=C1NC(=O)C(c2ccc(Cl)cc2)=C1Nc1cccc(Br)c1. Reaction SMILES: [Br:1][c:2]1[cH:3][c:4]([NH2:5])[cH:6][cH:7][cH:8]1.[CH3:24][OH:25].[Cl:9][C:10]1=[C:14]([c:15]2[cH:16][cH:17][c:18]([Cl:21])[cH:19][cH:20]2)[C:13](=[O:22])[NH:12][C:11]1=[O:23]>>[Br:1][c:2]1[cH:3][c:4]([NH:5][C:10]2=[C:14]([c:15]3[cH:16][cH:17][c:18]([Cl:21])[cH:19][cH:20]3)[C:13](=[O:22])[NH:12][C:11]2=[O:23])[cH:6][cH:7][cH:8]1. Reactants: N1(CCCC1)[C@@H]1[C@@H](CCC1)N (cis-2-pyrrolidin-1-yl-cyclopentylamine), N1(CCCC1)[C@@H]1[C@@H](CCC1)N (cis-2-pyrrolidin-1-yl-cyclopentylamine), ClC1=C(C(=O)O)C=CC=C1C(F)(F)F (2-chloro-3-trifluoromethylbenzoic acid). Product: ClC1=C(C(=O)N[C@H]2[C@H](CCC2)N2CCCC2)C=CC=C1C(F)(F)F (cis-2-Chloro-N-(2-pyrrolidin-1-yl-cyclopentyl)-3-trifluoromethyl-benzamide). As a reaction SMILES: [N:1]1([C@H:6]2[CH2:10][CH2:9][CH2:8][C@H:7]2[NH2:11])[CH2:5][CH2:4][CH2:3][CH2:2]1.[Cl:12][C:13]1[C:21]([C:22]([F:25])([F:24])[F:23])=[CH:20][CH:19]=[CH:18][C:14]=1[C:15](O)=[O:16]>>[Cl:12][C:13]1[C:21]([C:22]([F:23])([F:24])[F:25])=[CH:20][CH:19]=[CH:18][C:14]=1[C:15]([NH:11][C@@H:7]1[CH2:8][CH2:9][CH2:10][C@@H:6]1[N:1]1[CH2:2][CH2:3][CH2:4][CH2:5]1)=[O:16]. Procedure: The title compound, yellow solid, MS: m/e=361.3 [(M+H)+], was prepared in accordance with the general method of example 5 from cis-2-pyrrolidin-1-yl-cyclopentylamine (intermediate Q) and 2-chloro-3-trifluoromethylbenzoic acid.